From a dataset of the Open Reaction Database (ORD), a public repository of structured organic reaction records. describe an organic reaction: reactants, conditions, products, and yield The reactants are COP(=O)(OC)c1cccc(C=CC(=O)OC(C)(C)C)c1, ClCCl, O=C(O)C(F)(F)F. The product is COP(=O)(OC)c1cccc(C=CC(=O)O)c1. Reaction SMILES: [CH3:1][O:2][P:3](=[O:4])([O:5][CH3:6])[c:7]1[cH:8][c:9]([CH:13]=[CH:14][C:15](=[O:16])[O:17][C:18]([CH3:19])([CH3:20])[CH3:21])[cH:10][cH:11][cH:12]1.[Cl:29][CH2:30][Cl:31].[F:22][C:23]([F:24])([F:25])[C:26]([OH:27])=[O:28]>>[CH3:1][O:2][P:3](=[O:4])([O:5][CH3:6])[c:7]1[cH:8][c:9]([CH:13]=[CH:14][C:15](=[O:16])[OH:17])[cH:10][cH:11][cH:12]1. The reactants are FC(COS(=O)(=O)C(F)(F)F)(F)F (2,2,2-Trifluoroethyltrifluoromethyl sulfonate), CN(C=O)C (N,N-dimethylformamide), ClC1=NC(=C2N=CNC2=N1)N1[C@H](COCC1)C (2-chloro-6-[(3S)-3-methylmorpholin-4-yl]-9H-purine), C([O-])([O-])=O.[K+].[K+] (potassium carbonate). Solvent: O (Water). Reaction conditions: temperature 50 celsius, time 2 hour. The product is ClC1=NC(=C2N=CN(C2=N1)CC(F)(F)F)N1[C@H](COCC1)C (2-Chloro-6-[(3S)-3-methylmorpholin-4-yl]-9-(2,2,2-trifluoroethyl)-9H-purine). Isolated yield 76.2%. RXN SMILES: [F:1][C:2]([F:13])([F:12])[CH2:3]OS(C(F)(F)F)(=O)=O.CN(C)C=O.[Cl:19][C:20]1[N:28]=[C:27]2[C:23]([N:24]=[CH:25][NH:26]2)=[C:22]([N:29]2[CH2:34][CH2:33][O:32][CH2:31][C@@H:30]2[CH3:35])[N:21]=1.C(=O)([O-])[O-].[K+].[K+]>O>[Cl:19][C:20]1[N:28]=[C:27]2[C:23]([N:24]=[CH:25][N:26]2[CH2:3][C:2]([F:13])([F:12])[F:1])=[C:22]([N:29]2[CH2:34][CH2:33][O:32][CH2:31][C@@H:30]2[CH3:35])[N:21]=1 |f:3.4.5|. Procedure details: 2,2,2-Trifluoroethyltrifluoromethyl sulfonate (83 μl, 0.57 mmol) was added to an N,N-dimethylformamide (5 ml) suspension of 2-chloro-6-[(3S)-3-methylmorpholin-4-yl]-9H-purine (132 mg, 0.52 mmol) and potassium carbonate (86 mg, 0.62 mmol) with ice cooling. The reaction mixture was stirred at 50° C. for 2 hours and returned to room temperature. Water was added to the reaction mixture and the resulting mixture was extracted with ethyl acetate. The organic layer was washed with saturated brine and d...